Task: describe an organic reaction: reactants, conditions, products, and yield. Dataset: the Open Reaction Database (ORD), a public repository of structured organic reaction records Yields the product COC(=O)c1cccc(CC#N)c1. As a reaction SMILES: [Br:1][c:2]1[cH:3][c:4]([C:5](=[O:6])[O:7][CH3:8])[cH:9][cH:10][cH:11]1.[CH3:33][C:34]#[N:35].[K:12][C:13]#[N:14].[O:15]1[CH2:16][CH2:32][O:31][CH2:30][CH2:29][O:28][CH2:27][CH2:26][O:25][CH2:24][CH2:23][O:22][CH2:21][CH2:20][O:19][CH2:18][CH2:17]1>>[c:2]1([CH2:16][C:13]#[N:14])[cH:3][c:4]([C:5](=[O:6])[O:7][CH3:8])[cH:9][cH:10][cH:11]1. Reactants: COC(=O)c1cccc(Br)c1, CC#N, N#C[K], C1COCCOCCOCCOCCOCCO1. Starting materials: CCO, CC(=Cc1ccccc1)C(N)CO. The product is CC(Cc1ccccc1)C(N)CO. As a reaction SMILES: [CH3:14][CH2:15][OH:16].[NH2:1][CH:2]([CH2:3][OH:4])[C:5](=[CH:6][c:7]1[cH:8][cH:9][cH:10][cH:11][cH:12]1)[CH3:13]>>[NH2:1][CH:2]([CH2:3][OH:4])[CH:5]([CH2:6][c:7]1[cH:8][cH:9][cH:10][cH:11][cH:12]1)[CH3:13]. The reactants are [Br-], N#Cc1ccc(CCC(O)C2CC2)cc1, [Li+], O, BrP(Br)Br, Cc1cc(C)nc(C)c1. Yields the product N#Cc1ccc(CCC=CCCBr)cc1. As a reaction SMILES: [Br-:17].[C:1](#[N:2])[c:3]1[cH:4][cH:5][c:6]([CH2:9][CH2:10][CH:11]([OH:12])[CH:13]2[CH2:14][CH2:15]2)[cH:7][cH:8]1.[Li+:16].[OH2:31].[P:27]([Br:28])([Br:29])[Br:30].[n:18]1[c:19]([CH3:20])[cH:21][c:22]([CH3:23])[cH:24][c:25]1[CH3:26]>>[C:1](#[N:2])[c:3]1[cH:4][cH:5][c:6]([CH2:9][CH2:10][CH:11]=[CH:13][CH2:14][CH2:15][Br:28])[cH:7][cH:8]1.